From a dataset of the Open Reaction Database (ORD), a public repository of structured organic reaction records. describe an organic reaction: reactants, conditions, products, and yield Starting materials: BrCCC=C1c2ccccc2CCc2ccccc21, O=C([O-])[O-], CCC(C)=O, COC(=O)C1CCCN1, Cl, [I-], [K+], [K+], [K+]. The product is COC(=O)C1CCCN1CCC=C1c2ccccc2CCc2ccccc21. RXN SMILES: [Br:1][CH2:2][CH2:3][CH:4]=[C:5]1[c:6]2[c:7]([cH:16][cH:17][cH:18][cH:19]2)[CH2:8][CH2:9][c:10]2[c:11]1[cH:12][cH:13][cH:14][cH:15]2.[C:20](=[O:21])([O-:22])[O-:23].[CH2:38]([C:39]([CH3:40])=[O:41])[CH3:42].[CH3:29][O:30][C:31]([CH:32]1[NH:33][CH2:34][CH2:35][CH2:36]1)=[O:37].[ClH:28].[I-:27].[K+:24].[K+:25].[K+:26]>>[CH2:2]([CH2:3][CH:4]=[C:5]1[c:6]2[c:7]([cH:16][cH:17][cH:18][cH:19]2)[CH2:8][CH2:9][c:10]2[c:11]1[cH:12][cH:13][cH:14][cH:15]2)[N:33]1[CH:32]([C:31]([O:30][CH3:29])=[O:37])[CH2:36][CH2:35][CH2:34]1. Product: BrC1=CN(C=2N=CN=C(C21)N[C@@H](C)C2=NN1C(C(N2C2=CC=CC=C2)=O)=C(C=C1)C)COCC[Si](C)(C)C ((S)-2-(1-((5-Bromo-7-((2-(trimethylsilyl)ethoxy)methyl)-7H-pyrrolo[2,3-d]pyrimidin-4-yl)amino)ethyl)-5-methyl-3-phenylpyrrolo[2,1-f][1,2,4]triazin-4(3H)-one). Yield: 37.4%. As a reaction SMILES: [NH2:1][C@H:2]([C:4]1[N:9]([C:10]2[CH:15]=[CH:14][CH:13]=[CH:12][CH:11]=2)[C:8](=[O:16])[C:7]2=[C:17]([CH3:20])[CH:18]=[CH:19][N:6]2[N:5]=1)[CH3:3].[Br:21][C:22]1[C:30]2[C:29](Cl)=[N:28][CH:27]=[N:26][C:25]=2[N:24]([CH2:32][O:33][CH2:34][CH2:35][Si:36]([CH3:39])([CH3:38])[CH3:37])[CH:23]=1.[F-].[Cs+].C(N(CC)C(C)C)(C)C>C(O)CCC>[Br:21][C:22]1[C:30]2[C:29]([NH:1][C@H:2]([C:4]3[N:9]([C:10]4[CH:15]=[CH:14][CH:13]=[CH:12][CH:11]=4)[C:8](=[O:16])[C:7]4=[C:17]([CH3:20])[CH:18]=[CH:19][N:6]4[N:5]=3)[CH3:3])=[N:28][CH:27]=[N:26][C:25]=2[N:24]([CH2:32][O:33][CH2:34][CH2:35][Si:36]([CH3:39])([CH3:38])[CH3:37])[CH:23]=1 |f:2.3|. The reactants are N[C@@H](C)C1=NN2C(C(N1C1=CC=CC=C1)=O)=C(C=C2)C ((S)-2-(1-Aminoethyl)-5-methyl-3-phenylpyrrolo[2,1-f][1,2,4]triazin-4(3H)-one), BrC1=CN(C=2N=CN=C(C21)Cl)COCC[Si](C)(C)C (5-bromo-4-chloro-7-((2-(trimethylsilyl)ethoxy)methyl)-7H-pyrrolo[2,3-d]pyrimidine), [F-].[Cs+] (cesium fluoride), C(C)(C)N(C(C)C)CC (N,N-diisopropylethylamine). Procedure: (S)-2-(1-Aminoethyl)-5-methyl-3-phenylpyrrolo[2,1-f][1,2,4]triazin-4(3H)-one (330 mg, 1.08 mmol) was treated with 5-bromo-4-chloro-7-((2-(trimethylsilyl)ethoxy)methyl)-7H-pyrrolo[2,3-d]pyrimidine (430 mg, 1.19 mmol), cesium fluoride (33 mg, 0.22 mmol), N,N-diisopropylethylamine (1.1 mL, 6.49 mol) and 1-butanol according to Preparation 13. The residue was purified using SP1® Purification System (0% to 30%, hexane-ethyl acetate) to give 0.24 g (38% yield) of the title compound. Purity 100%. The solvent is C(CCC)O (1-butanol). Reactants: [Na] (sodium), C(C)(=O)C=1C=C2C=CC(=NC2=C(C1O)CCC)C(=O)OC (Methyl 6-acetyl-7-hydroxy-8-propylquinoline-2-carboxylate), C(C(=O)OCC)(=O)OCC (diethyl oxalate), [O-]CC.[Na+] (sodium ethoxide), Cl (hydrochloric acid). Run in C(C)O (ethanol), C(C)O (ethanol), C(C)(=O)OCC (ethyl acetate). Product: O=C1C=C(OC2=C1C=C1C=CC(=NC1=C2CCC)C(=O)OCC)C(=O)OCC (Diethyl 4-oxo-10-propyl-4H-pyrano[3,2-g]quinoline-2,8-dicarboxylate). Reaction SMILES: [C:1]([C:4]1[CH:5]=[C:6]2[C:11](=[C:12]([CH2:15][CH2:16][CH3:17])[C:13]=1[OH:14])[N:10]=[C:9]([C:18]([O:20][CH3:21])=[O:19])[CH:8]=[CH:7]2)(=[O:3])[CH3:2].[C:22](OCC)(=O)[C:23]([O:25][CH2:26][CH3:27])=[O:24].[O-][CH2:33]C.[Na+].[Na].Cl>C(O)C.C(OCC)(=O)C>[O:3]=[C:1]1[C:4]2[CH:5]=[C:6]3[C:11](=[C:12]([CH2:15][CH2:16][CH3:17])[C:13]=2[O:14][C:22]([C:23]([O:25][CH2:26][CH3:27])=[O:24])=[CH:2]1)[N:10]=[C:9]([C:18]([O:20][CH2:21][CH3:33])=[O:19])[CH:8]=[CH:7]3 |f:2.3,^1:35|. Reported procedure: The product of step (a) (1.75 g), and diethyl oxalate (4.38 g) dissolved in dry ethanol (50 mls) was added to sodium ethoxide solution (prepared by the addition of sodium (0.35 g), to dry ethanol (50 mls) with stirring. The reaction mixture was stirred under reflux for 1 hr, cooled, poured into ethyl acetate and dilute hydrochloric acid and the organic layer separated, washed well with water and dried. The solvent was evaporated and the residue treated with ethanol saturated with hydrogen chlori... Starting materials: [BH4-], CO, Cl, [Li+], CCCC(CCC)=Nn1c(=O)c(C2=NS(=O)(=O)c3ccccc3N2)c(O)c2ccccc21, C1CCOC1, O. Yields the product CCCC(CCC)Nn1c(=O)c(C2=NS(=O)(=O)c3ccccc3N2)c(O)c2ccccc21. RXN SMILES: [BH4-:35].[CH3:33][OH:34].[ClH:37].[Li+:36].[O:1]=[S:2]1(=[O:32])[N:3]=[C:4]([c:12]2[c:13](=[O:31])[n:14]([N:23]=[C:24]([CH2:25][CH2:26][CH3:27])[CH2:28][CH2:29][CH3:30])[c:15]3[cH:16][cH:17][cH:18][cH:19][c:20]3[c:21]2[OH:22])[NH:5][c:6]2[c:7]1[cH:8][cH:9][cH:10][cH:11]2.[O:38]1[CH2:39][CH2:40][CH2:41][CH2:42]1.[OH2:43]>>[O:1]=[S:2]1(=[O:32])[N:3]=[C:4]([c:12]2[c:13](=[O:31])[n:14]([NH:23][CH:24]([CH2:25][CH2:26][CH3:27])[CH2:28][CH2:29][CH3:30])[c:15]3[cH:16][cH:17][cH:18][cH:19][c:20]3[c:21]2[OH:22])[NH:5][c:6]2[c:7]1[cH:8][cH:9][cH:10][cH:11]2. Reactants: Cl.N[C@@H](CS)C(=O)O (L-cysteine hydrochloride), N(=O)[O-].[Na+] (NaNO2), N(=O)SC[C@H](N)C(=O)O (S-nitrosocysteine), S-Nitrosothiols. Run in O (water), Cl (HCl), [N]=O (Nitric Oxide). Yields the product N[C@@H](CS)C(=O)O (cysteine), N(=O)[O-] (nitrite). As a reaction SMILES: N([S:3][CH2:4][C@@H:5]([C:7]([OH:9])=[O:8])[NH2:6])=O.Cl.N[C@H](C(O)=O)CS.[N:18]([O-:20])=[O:19].[Na+]>[N]=O.Cl.O>[NH2:6][C@H:5]([C:7]([OH:9])=[O:8])[CH2:4][SH:3].[N:18]([O-:20])=[O:19] |f:1.2,3.4,^1:21|. Reported procedure: Hb was reacted with 10-fold molar excess S-nitrosocysteine (CysNO) which was synthesized immediately before use in high concentration by a modification of standard procedure (see, for example, Stamler, J. S. and Feelisch, M., “Preparation and Detection of S-Nitrosothiols,” pp. 521-539 in Methods In Nitric Oxide Research, M. Feelisch and J. S. Stamler, eds., John Wiley & Sons Ltd., 1996) as follows. L-cysteine hydrochloride (1.1 M) dissolved in 0.5 N HCl/0.5 mM EDTA was reacted with an equal volu... The reactants are C1=2C(=O)OC(NC1=CC=CC2)=O (Isatoic Anhydride), O1CCCC1 (tetrahydrofuran), C(C#C)N (Prop-2-ynylamine). Run at time 2 hour. The product is NC1=C(C(=O)NCC#C)C=CC=C1 (2-amino-N-prop-2-ynyl-benzamide). The yield is 100.0%. Reaction SMILES: [C:1]12[C:7](=[CH:8][CH:9]=[CH:10][CH:11]=1)[NH:6]C(=O)[O:4][C:2]2=O.O1CCCC1.[CH2:18]([NH2:21])[C:19]#[CH:20]>>[NH2:6][C:7]1[CH:8]=[CH:9][CH:10]=[CH:11][C:1]=1[C:2]([NH:21][CH2:18][C:19]#[CH:20])=[O:4]. Reported procedure: Isatoic Anhydride (4.00 g, 24.5 mmol) was dissolved in tetrahydrofuran (100 mL, 1.230 mol) at 0° C. Prop-2-ynylamine (2.52 mL, 36.8 mmol) was added and the reaction was stirred for 2 hours and then concentrated under reduced pressure. Purification by silica gel chromatography using a gradient of 0-50% EtOAc/hex as the eluting solvent to obtain 2-amino-N-prop-2-ynyl-benzamide as a white solid (4.27 g, 100%). m.p.=75° C.; LCMS (m/e) 120 (M-NHCH2CCH); 1H-NMR (CDCl3, 400 MHz) δ 7.35 (d, 1H, J=7.9 Hz... Starting materials: CCCCO, CCCCCC, CC(C)O, Nc1cccc(Cl)c1, CCOc1cc2c([nH]1)NC(=C=O)N=C2Cl. The product is CCOc1cc2c([nH]1)NC(=C=O)N=C2Nc1cccc(Cl)c1. RXN SMILES: [CH2:34]([OH:35])[CH2:36][CH2:37][CH3:38].[CH3:24][CH2:25][CH2:26][CH2:27][CH2:28][CH3:29].[CH:30]([OH:31])([CH3:32])[CH3:33].[Cl:16][c:17]1[cH:18][c:19]([NH2:20])[cH:21][cH:22][cH:23]1.[Cl:1][C:2]1=[N:7][C:6](=[C:8]=[O:9])[NH:5][c:4]2[c:3]1[cH:12][c:11]([O:13][CH2:14][CH3:15])[nH:10]2>>[C:2]1([NH:20][c:19]2[cH:18][c:17]([Cl:16])[cH:23][cH:22][cH:21]2)=[N:7][C:6](=[C:8]=[O:9])[NH:5][c:4]2[c:3]1[cH:12][c:11]([O:13][CH2:14][CH3:15])[nH:10]2. Reactants: C1CCOC1, COC[PH3+], CC(C)(C)[O-], CC(C)(C)OC(=O)N1CCCC(C=O)C1, [Cl-], [K+]. Yields the product COC=CC1CCCN(C(=O)OC(C)(C)C)C1. Reaction SMILES: [CH2:27]1[O:28][CH2:29][CH2:30][CH2:31]1.[CH3:2][O:3][CH2:4][PH3+:5].[CH3:6][C:7]([CH3:8])([O-:9])[CH3:10].[CH:12](=[O:13])[CH:14]1[CH2:15][N:16]([C:20](=[O:21])[O:22][C:23]([CH3:24])([CH3:25])[CH3:26])[CH2:17][CH2:18][CH2:19]1.[Cl-:1].[K+:11]>>[CH3:2][O:3][CH:4]=[CH:12][CH:14]1[CH2:15][N:16]([C:20](=[O:21])[O:22][C:23]([CH3:24])([CH3:25])[CH3:26])[CH2:17][CH2:18][CH2:19]1. Reactants: CC(C)(C)OC(=O)N1CCC(O)C1, ClCc1ccccn1, Cl. Yields the product CC(C)(C)OC(=O)N1CCC(OCc2ccccn2)C1. RXN SMILES: [C:1]([CH3:2])([CH3:3])([CH3:4])[O:5][C:6](=[O:7])[N:8]1[CH2:9][CH:10]([OH:13])[CH2:11][CH2:12]1.[Cl:14][CH2:15][c:16]1[n:17][cH:18][cH:19][cH:20][cH:21]1.[ClH:22]>>[C:1]([CH3:2])([CH3:3])([CH3:4])[O:5][C:6](=[O:7])[N:8]1[CH2:9][CH:10]([O:13][CH2:15][c:16]2[n:17][cH:18][cH:19][cH:20][cH:21]2)[CH2:11][CH2:12]1.